From a dataset of the Open Reaction Database (ORD), a public repository of structured organic reaction records. describe an organic reaction: reactants, conditions, products, and yield Reactants: CN1CCCC1=O, CCOC(C)=O, CCN(C(C)C)C(C)C, COc1ccc(CNc2nnc(Cl)c3ccc(C#N)cc23)cc1Cl, Cl, OC1CCCNC1. Yields the product Cl, COc1ccc(CNc2nnc(N3CCCC(O)C3)c3ccc(C#N)cc23)cc1Cl. As a reaction SMILES: [CH3:42][N:43]1[CH2:44][CH2:45][CH2:46][C:47]1=[O:48].[CH3:49][CH2:50][O:51][C:52](=[O:53])[CH3:54].[CH:33]([N:34]([CH:35]([CH3:36])[CH3:37])[CH2:38][CH3:39])([CH3:40])[CH3:41].[Cl:1][c:2]1[n:3][n:4][c:5]([NH:14][CH2:15][c:16]2[cH:17][c:18]([Cl:24])[c:19]([O:22][CH3:23])[cH:20][cH:21]2)[c:6]2[cH:7][c:8]([C:12]#[N:13])[cH:9][cH:10][c:11]12.[ClH:25].[OH:26][CH:27]1[CH2:28][NH:29][CH2:30][CH2:31][CH2:32]1>>[ClH:1].[c:2]1([N:29]2[CH2:28][CH:27]([OH:26])[CH2:32][CH2:31][CH2:30]2)[n:3][n:4][c:5]([NH:14][CH2:15][c:16]2[cH:17][c:18]([Cl:24])[c:19]([O:22][CH3:23])[cH:20][cH:21]2)[c:6]2[cH:7][c:8]([C:12]#[N:13])[cH:9][cH:10][c:11]12. Reactants: ClC1=NC=CC(=N1)Cl (2,4-dichloro-pyrimidine), S1C2=C(C=C1B(O)O)C=CC=C2 (benzo[b]thiophen-2-boronic acid), CC1(NC(CC(C1)N)C)C (2,2,6-trimethyl-piperidin-4-ylamine). The product is S1C2=C(C=C1C1=NC(=NC=C1)NC1CC(NC(C1)C)(C)C)C=CC=C2 ((4-Benzo[b]thiophen-2-yl-pyrimidin-2-yl)-(2,2,6-trimethyl-piperidin-4-yl)-amine). As a reaction SMILES: Cl[C:2]1[N:7]=[C:6](Cl)[CH:5]=[CH:4][N:3]=1.[S:9]1[C:13](B(O)O)=[CH:12][C:11]2[CH:17]=[CH:18][CH:19]=[CH:20][C:10]1=2.[CH3:21][C:22]1([CH3:30])[CH2:27][CH:26]([NH2:28])[CH2:25][CH:24]([CH3:29])[NH:23]1>>[S:9]1[C:13]([C:6]2[CH:5]=[CH:4][N:3]=[C:2]([NH:28][CH:26]3[CH2:25][CH:24]([CH3:29])[NH:23][C:22]([CH3:30])([CH3:21])[CH2:27]3)[N:7]=2)=[CH:12][C:11]2[CH:17]=[CH:18][CH:19]=[CH:20][C:10]1=2. Procedure: The title compound was prepared analogous to Method A, starting from 2,4-dichloro-pyrimidine, benzo[b]thiophen-2-boronic acid and 2,2,6-trimethyl-piperidin-4-ylamine. Starting materials: ClC=1C=C2C=C(NC2=CC1)C(=O)O (5-chloro-1H-indole-2-carboxylic acid), NC(C(=O)N1CSCC1)CC1=CC(=CC=C1)Cl ((±)-2-amino-3-(3-chloro-phenyl)-1-thiazolidin-3-yl-propan-1-one). The product is ClC=1C=C(CC(C(N2CSCC2)=O)NC(=O)C=2NC3=CC=C(C=C3C2)Cl)C=CC1 ((±)-5-Chloro-1H-indole-2-carboxylic acid [1-(3chloro-benzyl)-2-oxo-2-thiazolidin-3-yl-ethyl]-amide). RXN SMILES: [Cl:1][C:2]1[CH:3]=[C:4]2[C:8](=[CH:9][CH:10]=1)[NH:7][C:6]([C:11]([OH:13])=O)=[CH:5]2.[NH2:14][CH:15]([CH2:23][C:24]1[CH:29]=[CH:28][CH:27]=[C:26]([Cl:30])[CH:25]=1)[C:16]([N:18]1[CH2:22][CH2:21][S:20][CH2:19]1)=[O:17]>>[Cl:30][C:26]1[CH:25]=[C:24]([CH:29]=[CH:28][CH:27]=1)[CH2:23][CH:15]([NH:14][C:11]([C:6]1[NH:7][C:8]2[C:4]([CH:5]=1)=[CH:3][C:2]([Cl:1])=[CH:10][CH:9]=2)=[O:13])[C:16](=[O:17])[N:18]1[CH2:22][CH2:21][S:20][CH2:19]1. Procedure: From 5-chloro-1H-indole-2-carboxylic acid and (±)-2-amino-3-(3-chloro-phenyl)-1-thiazolidin-3-yl-propan-1-one.